This data is from the Open Reaction Database (ORD), a public repository of structured organic reaction records. The task is: describe an organic reaction: reactants, conditions, products, and yield Reported procedure: 0.20 g (0.0086 mol) of sodium hydride was added carefully to a solution of 2-acetylphenothiazine (2 g, 0.0083 mol) in 150 ml tetrahydrofuran under agitation below 5° C. A solution of glycidyl methacrylate (1.88 g, 0.013 mol) in 10 ml tetrahydrofuran was added dropwise to above solution. The reaction was kept at room temperature for 48 hours. After the solvent was removed, the residue was washed with dilute HCl and water. Dried. 2.3 g of product was obtained by recrystallization with ethyl acetat... Starting materials: [H-].[Na+] (sodium hydride), C(C)(=O)C1=CC=2NC3=CC=CC=C3SC2C=C1 (2-acetylphenothiazine), C(C(=C)C)(=O)OCC1CO1 (glycidyl methacrylate). As a reaction SMILES: [H-].[Na+].[C:3]([C:6]1[CH:19]=[CH:18][C:17]2[S:16][C:15]3[C:10](=[CH:11][CH:12]=[CH:13][CH:14]=3)[NH:9][C:8]=2[CH:7]=1)(=[O:5])[CH3:4].[C:20]([O:25][CH2:26][CH:27]1[O:29][CH2:28]1)(=[O:24])[C:21]([CH3:23])=[CH2:22]>O1CCCC1>[C:20]([O:25][CH2:26][CH:27]([OH:29])[CH2:28][C:7]1[C:8]2[NH:9][C:10]3[C:15](=[CH:14][CH:13]=[CH:12][CH:11]=3)[S:16][C:17]=2[CH:18]=[CH:19][C:6]=1[C:3](=[O:5])[CH3:4])(=[O:24])[C:21]([CH3:23])=[CH2:22] |f:0.1|. Yields the product C(C(=C)C)(=O)OCC(CC1=C(C=CC=2SC3=CC=CC=C3NC12)C(C)=O)O (2-acetylphenothiazinyl-β-hydroxypropyl methacrylate). Yield: 72.3%. Run at time 48 hour. Run in O1CCCC1 (tetrahydrofuran), O1CCCC1 (tetrahydrofuran). Reactants: CCOC(=O)c1ccc(C(Oc2cc(C)c(-n3cc(C(F)(F)F)cn3)c(C)c2)C2CC(C)(C)C2)cc1, CO, [Na+], C1CCOC1, [OH-], O. Yields the product Cc1cc(OC(c2ccc(C(=O)O)cc2)C2CC(C)(C)C2)cc(C)c1-n1cc(C(F)(F)F)cn1. RXN SMILES: [CH3:1][c:2]1[cH:3][c:4]([O:5][CH:6]([c:7]2[cH:8][cH:9][c:10]([C:11](=[O:12])[O:13][CH2:14][CH3:15])[cH:16][cH:17]2)[CH:18]2[CH2:19][C:20]([CH3:22])([CH3:23])[CH2:21]2)[cH:24][c:25]([CH3:36])[c:26]1-[n:27]1[n:28][cH:29][c:30]([C:32]([F:33])([F:34])[F:35])[cH:31]1.[CH3:42][OH:43].[Na+:45].[O:37]1[CH2:38][CH2:39][CH2:40][CH2:41]1.[OH-:44].[OH2:46]>>[CH3:1][c:2]1[cH:3][c:4]([O:5][CH:6]([c:7]2[cH:8][cH:9][c:10]([C:11](=[O:12])[OH:13])[cH:16][cH:17]2)[CH:18]2[CH2:19][C:20]([CH3:22])([CH3:23])[CH2:21]2)[cH:24][c:25]([CH3:36])[c:26]1-[n:27]1[n:28][cH:29][c:30]([C:32]([F:33])([F:34])[F:35])[cH:31]1. Starting materials: BrC=1C(=NC(=NC1S(=O)C)N)C=1OC=CC1 (5-bromo-4-furan-2-yl-6-methanesulfinyl-pyrimidin-2-yl-amine), M{79Br}—C3H6, ( 34 ), M{81Br}-C3H6, ( 100 ), ( 34 ), M{79Br}—C4H8, C(CCC)S (butanethiol), C1CCC2=NCCCN2CC1 (DBU), M{81Br}—C4H8. The solvent is O1CCOCC1 (dioxane). Yields the product BrC=1C(=NC(=NC1C=1OC=CC1)N)SCCCC (5-Bromo-4-butylsulfanyl-6-furan-2-yl-pyrimidin-2-yl-amine). Reaction SMILES: [Br:1][C:2]1[C:3]([C:12]2[O:13][CH:14]=[CH:15][CH:16]=2)=[N:4][C:5]([NH2:11])=[N:6][C:7]=1[S:8]([CH3:10])=O.[CH2:17](S)[CH2:18][CH2:19]C.C1CCN2C(=NCCC2)CC1>O1CCOCC1>[Br:1][C:2]1[C:7]([S:8][CH2:10][CH2:17][CH2:18][CH3:19])=[N:6][C:5]([NH2:11])=[N:4][C:3]=1[C:12]1[O:13][CH:14]=[CH:15][CH:16]=1. Procedure details: From 5-bromo-4-furan-2-yl-6-methanesulfinyl-pyrimidin-2-yl-amine, butanethiol and DBU in dioxane. EI-MS m/e (%): 329 (M{81Br}+, 29), 327 (M{79Br}+, 28), 287 ([M{81Br}-C3H6]+, 46), 285 ([M{79Br}—C3H6]+, 45), ), 273 ([M{81Br}—C4H8]+, 98), 271 ([M{79Br}—C4H8]+, 99), 248 ([M—Br]+, 54), 206 (100), 192 (34), 117 (34). Reactants: CC(c1ccc(-c2ccc(F)cc2)cc1)N1CCC(CCO)(c2ccc(F)cc2)OC1=O, NCCF. Product: CC(c1ccc(-c2ccc(F)cc2)cc1)N1CCC(CCNCCF)(c2ccc(F)cc2)OC1=O. Reaction SMILES: [F:1][c:2]1[cH:3][cH:4][c:5](-[c:8]2[cH:9][cH:10][c:11]([CH:14]([CH3:15])[N:16]3[C:17](=[O:32])[O:18][C:19]([CH2:22][CH2:23][OH:24])([c:25]4[cH:26][cH:27][c:28]([F:31])[cH:29][cH:30]4)[CH2:20][CH2:21]3)[cH:12][cH:13]2)[cH:6][cH:7]1.[F:33][CH2:34][CH2:35][NH2:36]>>[F:1][c:2]1[cH:3][cH:4][c:5](-[c:8]2[cH:9][cH:10][c:11]([CH:14]([CH3:15])[N:16]3[C:17](=[O:32])[O:18][C:19]([CH2:22][CH2:23][NH:36][CH2:35][CH2:34][F:33])([c:25]4[cH:26][cH:27][c:28]([F:31])[cH:29][cH:30]4)[CH2:20][CH2:21]3)[cH:12][cH:13]2)[cH:6][cH:7]1. Reactants: BrCC1CO1, CN(C)C=O, [H-], [Na+], OCCc1ccccc1. Product: c1ccc(CCOCC2CO2)cc1. As a reaction SMILES: [Br:12][CH2:13][CH:14]1[CH2:15][O:16]1.[CH3:17][N:18]([CH3:19])[CH:20]=[O:21].[H-:10].[Na+:11].[OH:1][CH2:2][CH2:3][c:4]1[cH:5][cH:6][cH:7][cH:8][cH:9]1>>[O:1]([CH2:2][CH2:3][c:4]1[cH:5][cH:6][cH:7][cH:8][cH:9]1)[CH2:13][CH:14]1[CH2:15][O:16]1.